Dataset: the Open Reaction Database (ORD), a public repository of structured organic reaction records. Task: describe an organic reaction: reactants, conditions, products, and yield Reactants: CC1=NN(C(=N1)C)C1=CC(=NC(=N1)C)N1CC(C1)C1=NC2=C(N1)C=CC=C2 (2-(1-(6-(3,5-Dimethyl-1H-1,2,4-triazol-1-yl)-2-methylpyrimidin-4-yl)azetidin-3-yl)-1H-benzo[d]imidazole), C(C)I (ethyl iodide), C([O-])([O-])=O.[Cs+].[Cs+] (cesium carbonate). Solvent: CN(C)C=O (DMF). Reaction conditions: temperature 60 celsius. Yields the product CC1=NN(C(=N1)C)C1=CC(=NC(=N1)C)N1CC(C1)C1=NC2=C(N1CC)C=CC=C2 (2-(1-(6-(3,5-Dimethyl-1H-1,2,4-triazol-1-yl)-2-methylpyrimidin-4-yl)azetidin-3-yl)-1-ethyl-1H-benzo[d]imidazole). RXN SMILES: [CH3:1][C:2]1[N:6]=[C:5]([CH3:7])[N:4]([C:8]2[N:13]=[C:12]([CH3:14])[N:11]=[C:10]([N:15]3[CH2:18][CH:17]([C:19]4[NH:23][C:22]5[CH:24]=[CH:25][CH:26]=[CH:27][C:21]=5[N:20]=4)[CH2:16]3)[CH:9]=2)[N:3]=1.[CH2:28](I)[CH3:29].C(=O)([O-])[O-].[Cs+].[Cs+]>CN(C=O)C>[CH3:1][C:2]1[N:6]=[C:5]([CH3:7])[N:4]([C:8]2[N:13]=[C:12]([CH3:14])[N:11]=[C:10]([N:15]3[CH2:18][CH:17]([C:19]4[N:23]([CH2:28][CH3:29])[C:22]5[CH:24]=[CH:25][CH:26]=[CH:27][C:21]=5[N:20]=4)[CH2:16]3)[CH:9]=2)[N:3]=1 |f:2.3.4|. Reported procedure: Example 107 (13 mg, 0.036 mmol), ethyl iodide (5.6 mg, 0.036 mmol), and cesium carbonate (58 mg, 0.18 mmol) were combined in degassed DMF (1 mL) and heated at 60° C. for 30 min. The mixture was cooled to room temperature, filtered and purified by reverse phase HPLC, providing Example 114 as a solid. 1H NMR: (400 MHz, d6-DMSO) δ 7.71-7.67 (m, 2H), 7.37-7.30 (m, 2H) 6.56 (s, 1H), 4.62-4.58 (m, 3H), 4.47-4.44 (m, 2H), 4.30 (q, J=7.2 Hz, 2H), 2.77 (s, 3H), 2.45 (s, 3H), 2.29 (s, 3H), 1.34 (t, J=7.1 ... Reactants: F[B-](F)(F)F.C(C)[O+](CC)CC (triethyloxonium fluoroborate), C(CC)OC1=C(C(=O)N)C=CC=C1 (2-n-propoxybenzamide). Solvent: C(Cl)Cl (methylene chloride), C(Cl)Cl (methylene chloride). Conditions: time 18 hour. The product is F[B-](F)(F)F.C(CC)OC1=C(C(OCC)=N)C=CC=C1 (ethyl 2-n-propoxybenzimidate fluoroborate). The yield is 85.5%. As a reaction SMILES: [F:1][B-:2]([F:5])([F:4])[F:3].[CH2:6]([O+](CC)CC)[CH3:7].[CH2:13]([O:16][C:17]1[CH:25]=[CH:24][CH:23]=[CH:22][C:18]=1[C:19]([NH2:21])=[O:20])[CH2:14][CH3:15]>C(Cl)Cl>[F:1][B-:2]([F:5])([F:4])[F:3].[CH2:13]([O:16][C:17]1[CH:25]=[CH:24][CH:23]=[CH:22][C:18]=1[C:19](=[NH:21])[O:20][CH2:6][CH3:7])[CH2:14][CH3:15] |f:0.1,4.5|. Reported procedure: A solution of triethyloxonium fluoroborate (33.0 g., 0.175 mole) in methylene chloride (75 ml.) was added during 10 minutes to a stirred solution of 2-n-propoxybenzamide (31.3 g., 0.175 mole) in methylene chloride (150 ml.). The solution was stirred for an additional 18 hours at room temperature. The solution was concentrated to about one-fifth volume and was diluted with diethyl ether to precipitate the ethyl 2-n-propoxybenzimidate fluoroborate (44.0 g., 85% yield), m.p. 108°-112°. Reported procedure: 7.5 g (23.71 mmol) N-(2,6-dimethoxybenzyl)-2-nitrobenzamide was dissolved in 130 mL THF, then 9.06 g boron-dimethyl sulfide-complex (2M solution in THF) was added by drops and the mixture was refluxed for 5 hours. Next 50 mL 2N HCl was added and the mixture was heated again at reflux for 30 minutes. For workup, the mixture was poured into water after cooling, a pH of approx. 10 was adjusted by adding 2N NaOH, further extraction was performed with ethyl acetate and the combined organic phases wer... The solvent is C1CCOC1 (THF). The reactants are O (water), COC1=C(CNC(C2=C(C=CC=C2)[N+](=O)[O-])=O)C(=CC=C1)OC (N-(2,6-dimethoxybenzyl)-2-nitrobenzamide), Cl (HCl), [B].CSC (boron dimethyl sulfide). The product is COC1=C(CNCC2=C(C=CC=C2)[N+](=O)[O-])C(=CC=C1)OC ((2,6-Dimethoxybenzyl)(2-nitrobenzyl)amine). Reaction SMILES: [CH3:1][O:2][C:3]1[CH:21]=[CH:20][CH:19]=[C:18]([O:22][CH3:23])[C:4]=1[CH2:5][NH:6][C:7](=O)[C:8]1[CH:13]=[CH:12][CH:11]=[CH:10][C:9]=1[N+:14]([O-:16])=[O:15].[B].CSC.Cl.O>C1COCC1>[CH3:1][O:2][C:3]1[CH:21]=[CH:20][CH:19]=[C:18]([O:22][CH3:23])[C:4]=1[CH2:5][NH:6][CH2:7][C:8]1[CH:13]=[CH:12][CH:11]=[CH:10][C:9]=1[N+:14]([O-:16])=[O:15] |f:1.2|. Starting materials: solution, [Li] (lithium), ICC#N (iodoacetonitrile), C1(=CC=CC=C1)CC(=O)OCC (ethyl phenylacetate), Cl (hydrochloric acid). Run in O1CCCC1 (tetrahydrofuran), O1CCCC1 (tetrahydrofuran), O (water), C1CCOC1 (THF). Reaction conditions: temperature -78 celsius, time 1 hour. Yields the product C(C)OC(=O)C(C1=CC=CC=C1)CC#N ((α-Ethoxycarbonylbenzyl)Acetonitrile). Yield: 86.4%. As a reaction SMILES: [C:1]1([CH2:7][C:8]([O:10][CH2:11][CH3:12])=[O:9])[CH:6]=[CH:5][CH:4]=[CH:3][CH:2]=1.[Li].I[CH2:15][C:16]#[N:17].Cl>C1COCC1.O>[CH2:11]([O:10][C:8]([CH:7]([CH2:15][C:16]#[N:17])[C:1]1[CH:6]=[CH:5][CH:4]=[CH:3][CH:2]=1)=[O:9])[CH3:12] |^1:12|. Procedure: In this example 10 g of ethyl phenylacetate in 10 ml of THF was added dropwise to 61 ml of a 1 molar solution lithium bis[trimethylsilvllamide in tetrahydrofuran, under nitrogen, at -78° C. The mixture was stirred for one hour at -78° C. A solution containing 10.2 g of iodoacetonitrile in 10 ml of tetrahydrofuran was added dropwise. The reaction mixture was stirred at -78° C. for about one-half hour and then stirred for two hours and allowed to warm toward room temperature during this period. Th...